This data is from the Open Reaction Database (ORD), a public repository of structured organic reaction records. The task is: describe an organic reaction: reactants, conditions, products, and yield The reactants are C(#N)CC1OCCC1 (2-cyanomethyltetrahydrofuran), [OH-].[Na+] (sodium hydroxide), CO (methanol). Run in O (water). Yields the product O1C(CCC1)CC(=O)O (2-(Tetrahydrofuran-2-yl)acetic acid). As a reaction SMILES: [C:1]([CH2:3][CH:4]1[CH2:8][CH2:7][CH2:6][O:5]1)#N.[OH-:9].[Na+].C[OH:12]>O>[O:5]1[CH2:6][CH2:7][CH2:8][CH:4]1[CH2:3][C:1]([OH:12])=[O:9] |f:1.2|. Procedure details: A solution of 90 g. (0.81 mole) 2-cyanomethyltetrahydrofuran, 130 g. (3.2 mole) sodium hydroxide, 250 ml. methanol and 300 ml. water was heated at reflux for 20 hours. The reaction mixture was evaporated in vacuo, the residue taken up in chloroform and acidified to pH 5 with 6N hydrochloric acid. The organic layer was separated, the aqueous phase extracted with chloroform, the combined extracts dried (MgSO4) and the solvent evaporated to give 62 g. of crude acid. Distillation afforded 52.6 g. of...